Dataset: the Open Reaction Database (ORD), a public repository of structured organic reaction records. Task: describe an organic reaction: reactants, conditions, products, and yield Starting materials: Cc1ccccc1, [Na+], [Na+], O=C([O-])[O-], COc1ccc2ccccc2c1C(CNC=O)S(=O)c1ccccc1. Yields the product COc1ccc2ccccc2c1C=CNC=O. Reaction SMILES: [CH3:32][c:33]1[cH:34][cH:35][cH:36][cH:37][cH:38]1.[Na+:26].[Na+:27].[O-:28][C:29](=[O:30])[O-:31].[c:1]1([S:2](=[O:3])[CH:9]([CH2:10][NH:11][CH:12]=[O:13])[c:14]2[c:15]([O:24][CH3:25])[cH:16][cH:17][c:18]3[cH:19][cH:20][cH:21][cH:22][c:23]23)[cH:4][cH:5][cH:6][cH:7][cH:8]1>>[CH:9](=[CH:10][NH:11][CH:12]=[O:13])[c:14]1[c:15]([O:24][CH3:25])[cH:16][cH:17][c:18]2[cH:19][cH:20][cH:21][cH:22][c:23]12. Reactants: CC1(CC1)C=O (1-methyl-cyclopropanecarbaldehyde), N[C@H](CO)C1=CC=CC=C1 ((S)-2-amino-2-phenylethanol), [O-]S(=O)(=O)[O-].[Mg+2] (MgSO4), C[Si](C#N)(C)C (trimethylsilanecarbonitrile). Solvent: C(Cl)(Cl)Cl (CHCl3). Reaction conditions: time 3 hour. Product: OC[C@H](C1=CC=CC=C1)N[C@@H](C#N)C1(CC1)C ((R)-2-((S)-2-hydroxy-1-phenylethylamino)-2-(1-methylcyclopropyl)acetonitrile). Isolated yield 21.7%. Reaction SMILES: [CH3:1][C:2]1([CH:5]=O)[CH2:4][CH2:3]1.[NH2:7][C@@H:8]([C:11]1[CH:16]=[CH:15][CH:14]=[CH:13][CH:12]=1)[CH2:9][OH:10].[O-]S([O-])(=O)=O.[Mg+2].C[Si](C)(C)[C:25]#[N:26]>C(Cl)(Cl)Cl>[OH:10][CH2:9][C@@H:8]([NH:7][C@H:5]([C:2]1([CH3:1])[CH2:3][CH2:4]1)[C:25]#[N:26])[C:11]1[CH:16]=[CH:15][CH:14]=[CH:13][CH:12]=1 |f:2.3|. Procedure: To a solution of 1-methyl-cyclopropanecarbaldehyde (1.85 g, 22.0 mmol) in CHCl3 (30 mL) was added (S)-2-amino-2-phenylethanol (2.74 g, 20.0 mmol) and MgSO4 (3 g). The cloudy reaction mixture was stirred at room temperature for 3 hr then filtered, rinsing with CHCl3 (10 mL). Cooled to 0° C. and slowly added trimethylsilanecarbonitrile (5.0 ml, 39.9 mmol). The orange reaction mixture was stirred at 0° C. for 1 hr then allowed to warm to room temperature overnight. The reaction was quenched with 1.... Reactants: COC1=NC(=CC(=C1[N+](=O)[O-])N)C1=C(C=CC=C1)C(F)(F)F (2-methoxy-3-nitro-6-(2-trifluoromethyl-phenyl)-pyridin-4-ylamine), [H-].[Na+] (NaH), C(C)(C)(C)C1=NOC(=C1)C(=O)O (3-tert-butyl-isoxazole-5-carboxylic acid), C(C(=O)Cl)(=O)Cl (oxalyl chloride). Reagents/catalysts: CN(C)C=O (DMF). Solvent: C1CCOC1 (THF), C(Cl)Cl (DCM). Reaction conditions: time 1 hour. The product is COC1=NC(=CC(=C1[N+](=O)[O-])NC(=O)C1=CC(=NO1)C(C)(C)C)C1=C(C=CC=C1)C(F)(F)F (3-tert-butyl-isoxazole-5-carboxylic acid [2-methoxy-3-nitro-6-(2-trifluoromethyl-phenyl)-pyridin-4-yl]-amide). Reaction SMILES: [CH3:1][O:2][C:3]1[C:8]([N+:9]([O-:11])=[O:10])=[C:7]([NH2:12])[CH:6]=[C:5]([C:13]2[CH:18]=[CH:17][CH:16]=[CH:15][C:14]=2[C:19]([F:22])([F:21])[F:20])[N:4]=1.[H-].[Na+].[C:25]([C:29]1[CH:33]=[C:32]([C:34](O)=[O:35])[O:31][N:30]=1)([CH3:28])([CH3:27])[CH3:26].C(Cl)(=O)C(Cl)=O>C1COCC1.C(Cl)Cl.CN(C=O)C>[CH3:1][O:2][C:3]1[C:8]([N+:9]([O-:11])=[O:10])=[C:7]([NH:12][C:34]([C:32]2[O:31][N:30]=[C:29]([C:25]([CH3:28])([CH3:27])[CH3:26])[CH:33]=2)=[O:35])[CH:6]=[C:5]([C:13]2[CH:18]=[CH:17][CH:16]=[CH:15][C:14]=2[C:19]([F:22])([F:20])[F:21])[N:4]=1 |f:1.2|. Reported procedure: A solution of 2-methoxy-3-nitro-6-(2-trifluoromethyl-phenyl)-pyridin-4-ylamine (163 mg, 0.519 mmol, prepared as described in STEP B above) in THF (10 mL) was treated with NaH (62.2 mg, 1.56 mmol, 60% dispersion in oil), and the mixture was allowed to stir at room temperature for 1 h. Simultaneously, a solution of 3-tert-butyl-isoxazole-5-carboxylic acid (114 mg, 0.674 mmol, prepared as described in Example I above) in anhydrous DCM (10 mL) was treated with oxalyl chloride (58.8 μL, 0.674 mmol) a... The reactants are C1COCCO1, Cc1c(Cl)sc2ncnc(Cl)c12, Nc1ccc(F)cc1OC1CCOCC1, [NH4+], [OH-], O, O, Cc1ccc(S(=O)(=O)O)cc1. Product: Cc1c(Cl)sc2ncnc(Nc3ccc(F)cc3OC3CCOCC3)c12. RXN SMILES: [CH2:42]1[O:43][CH2:44][CH2:45][O:46][CH2:47]1.[Cl:16][c:17]1[c:18]2[c:19]([n:20][cH:21][n:22]1)[s:23][c:24]([Cl:27])[c:25]2[CH3:26].[F:1][c:2]1[cH:3][c:4]([O:9][CH:10]2[CH2:11][CH2:12][O:13][CH2:14][CH2:15]2)[c:5]([NH2:6])[cH:7][cH:8]1.[NH4+:40].[OH-:39].[OH2:41].[OH2:48].[c:28]1([CH3:29])[cH:30][cH:31][c:32]([S:33]([OH:34])(=[O:35])=[O:36])[cH:37][cH:38]1>>[F:1][c:2]1[cH:3][c:4]([O:9][CH:10]2[CH2:11][CH2:12][O:13][CH2:14][CH2:15]2)[c:5]([NH:6][c:17]2[c:18]3[c:19]([n:20][cH:21][n:22]2)[s:23][c:24]([Cl:27])[c:25]3[CH3:26])[cH:7][cH:8]1. Starting materials: [H-].[H-].[H-].[H-].[Li+].[Al+3] (LiAlH4), [NH4+].[Cl-] (NH4Cl), [OH-].[K+] (potassium hydroxide), CNC=1C2=CC=CC=C2N=C2CCCC(C12)=O (3,4-dihydro-9-(methylamino)acridin-1(2H)-one), [H-].[H-].[H-].[H-].[Li+].[Al+3] (LiAlH4). Solvent: CCOCC (ether), O1CCCC1 (tetrahydrofuran). Conditions: temperature -10 celsius, time 45 minute. The product is CNC=1C2=CC=CC=C2N=C2CCCC(C12)O (9-Methylamino-1,2,3,4-tetrahydroacridin-1ol). Reaction SMILES: [CH3:1][NH:2][C:3]1[C:4]2[C:9]([N:10]=[C:11]3[C:16]=1[C:15](=[O:17])[CH2:14][CH2:13][CH2:12]3)=[CH:8][CH:7]=[CH:6][CH:5]=2.[H-].[H-].[H-].[H-].[Li+].[Al+3].[NH4+].[Cl-].[OH-].[K+]>O1CCCC1.CCOCC>[CH3:1][NH:2][C:3]1[C:4]2[C:9]([N:10]=[C:11]3[C:16]=1[CH:15]([OH:17])[CH2:14][CH2:13][CH2:12]3)=[CH:8][CH:7]=[CH:6][CH:5]=2 |f:1.2.3.4.5.6,7.8,9.10|. Reported procedure: In 50ml of dry tetrahydrofuran was dissolved 8.00 g of 3,4-dihydro-9-(methylamino)acridin-1(2H)-one. The mechanically stirred solution was cooled to -10° C. under N2 and 32ml (1 eq) of 1.1 M LiAlH4 solution in ether was added over 5 minutes. The stirring was continued for 45 minutes after the addition, during which the reaction went to completion. The excess LiAlH4 was neutralized with 1ml of saturated NH4Cl and the resulting salts dissolved in - 30% potassium hydroxide solution. The tetra-hydro... The reactants are CC(C)(C)[O-], CN=C=S, N#CC(CCCc1ccccc1)c1ccc(Cl)cc1, [K+], C1CCOC1, O. Yields the product CNC(=S)C(C#N)(CCCc1ccccc1)c1ccc(Cl)cc1. RXN SMILES: [CH3:25][C:26]([CH3:27])([O-:28])[CH3:29].[CH3:31][N:32]=[C:33]=[S:34].[Cl:6][c:7]1[cH:8][cH:9][c:10]([CH:13]([C:14]#[N:15])[CH2:16][CH2:17][CH2:18][c:19]2[cH:20][cH:21][cH:22][cH:23][cH:24]2)[cH:11][cH:12]1.[K+:30].[O:1]1[CH2:2][CH2:3][CH2:4][CH2:5]1.[OH2:35]>>[Cl:6][c:7]1[cH:8][cH:9][c:10]([C:13]([C:14]#[N:15])([CH2:16][CH2:17][CH2:18][c:19]2[cH:20][cH:21][cH:22][cH:23][cH:24]2)[C:33]([NH:32][CH3:31])=[S:34])[cH:11][cH:12]1. Starting materials: C(CCC)C=1N(C(N(N1)C1=C(C=CC(=C1)[N+](=O)[O-])Cl)=O)CC1=CC=C(C=C1)C1=C(C=CC=C1)S(N)(=O)=O (5-n-Butyl-2-(2-chloro-5-nitrophenyl)-2,4-dihydro-4-[(2'-sulfamoylbiphenyl-4-yl)methyl]-3H-1,2,4-triazol-3-one), ClC1=C(C(=O)O)C=CC=C1 (2-chlorobenzoic acid), C1=CN(C=N1)C(=O)N2C=CN=C2 (CDI), C1CCC2=NCCCN2CC1 (DBU). Yields the product C(CCC)C=1N(C(N(N1)C1=C(C=CC(=C1)[N+](=O)[O-])Cl)=O)CC1=CC=C(C=C1)C1=C(C=CC=C1)S(NC(C1=C(C=CC=C1)Cl)=O)(=O)=O (5-n-Butyl-4-[[2'-[N-(2-chlorobenzoyl)sulfamoyl]biphenyl-4-yl]methyl]-2-(2-chloro-5-nitrophenyl)-2,4-dihydro-3H-1,2,4-triazol-3-one), desired material. Isolated yield 48.0%. As a reaction SMILES: [CH2:1]([C:5]1[N:6]([CH2:21][C:22]2[CH:27]=[CH:26][C:25]([C:28]3[CH:33]=[CH:32][CH:31]=[CH:30][C:29]=3[S:34](=[O:37])(=[O:36])[NH2:35])=[CH:24][CH:23]=2)[C:7](=[O:20])[N:8]([C:10]2[CH:15]=[C:14]([N+:16]([O-:18])=[O:17])[CH:13]=[CH:12][C:11]=2[Cl:19])[N:9]=1)[CH2:2][CH2:3][CH3:4].[Cl:38][C:39]1[CH:47]=[CH:46][CH:45]=[CH:44][C:40]=1[C:41](O)=[O:42].C1N=CN(C(N2C=NC=C2)=O)C=1.C1CCN2C(=NCCC2)CC1>>[CH2:1]([C:5]1[N:6]([CH2:21][C:22]2[CH:27]=[CH:26][C:25]([C:28]3[CH:33]=[CH:32][CH:31]=[CH:30][C:29]=3[S:34](=[O:37])(=[O:36])[NH:35][C:41](=[O:42])[C:40]3[CH:44]=[CH:45][CH:46]=[CH:47][C:39]=3[Cl:38])=[CH:24][CH:23]=2)[C:7](=[O:20])[N:8]([C:10]2[CH:15]=[C:14]([N+:16]([O-:18])=[O:17])[CH:13]=[CH:12][C:11]=2[Cl:19])[N:9]=1)[CH2:2][CH2:3][CH3:4]. Procedure: The title compound was prepared from 5-n-butyl-2-(2-chloro-5-nitrophenyl)-2,4-dihydro-4[(2'-sulfamoylbiphenyl-4-yl)methyl]-3H-1,2,4-triazol-3-one (from Step C) and 2-chlorobenzoic acid (2 eq), CDI (2 eq), and DBU (2 eq) according to the procedure of Example 51 to give a 48% yield of the desired material as a cream-colored solid after flash chromatography, mp >160° C. (gradual), homogeneous by TLC in 95:5 CH2Cl2 --MeOH; mass spectrum (FAB) m/e 681 (M+1)+.